Dataset: the Open Reaction Database (ORD), a public repository of structured organic reaction records. Task: describe an organic reaction: reactants, conditions, products, and yield Reactants: N1CC(CC1)O (Racemic3-pyrrolidinol), ClC=1C=C2C=C(NC2=CC1)C(=O)NC(C(=O)O)CC1=CC=CC=C1 (2-[(5-chloro-1H-indole-2-carbonyl)-amino]-3phenyl-propionic acid), ( 60/40 ). The product is C(C1=CC=CC=C1)C(C(=O)N1CC(CC1)O)NC(=O)C=1NC2=CC=C(C=C2C1)Cl (5-Chloro-1H-indole-2-carboxylic acid [1-benzyl-2-(3-hydroxy-pyrrolidin-1-yl)-2-oxo-ethyl]-amide). Reaction SMILES: [NH:1]1[CH2:5][CH2:4][CH:3]([OH:6])[CH2:2]1.[Cl:7][C:8]1[CH:9]=[C:10]2[C:14](=[CH:15][CH:16]=1)[NH:13][C:12]([C:17]([NH:19][CH:20]([CH2:24][C:25]1[CH:30]=[CH:29][CH:28]=[CH:27][CH:26]=1)[C:21](O)=[O:22])=[O:18])=[CH:11]2>>[CH2:24]([CH:20]([NH:19][C:17]([C:12]1[NH:13][C:14]2[C:10]([CH:11]=1)=[CH:9][C:8]([Cl:7])=[CH:16][CH:15]=2)=[O:18])[C:21]([N:1]1[CH2:5][CH2:4][CH:3]([OH:6])[CH2:2]1)=[O:22])[C:25]1[CH:26]=[CH:27][CH:28]=[CH:29][CH:30]=1. Procedure: Racemic3-pyrrolidinol (2.0 mmol) and 2-[(5-chloro-1H-indole-2-carbonyl)-amino]-3phenyl-propionic acid (1 mmol) were coupled according to procedure A (0-25° C. reaction temperature, washing first with acid then base), and the product purified by column chromatography on silica gel eluted with 0.5-16% ethanol in dichloromethane to give a colorless foam: Yield 260 mg, 63%; HPLC (60/40) 100%, 3.86 minutes; PBMS 412/414 (MH+, 100%); Reactants: N[C@@H](C)C1=NN2C(C(N1C1=CC=CC=C1)=O)=C(C=C2)C ((S)-2-(1-Aminoethyl)-5-methyl-3-phenylpyrrolo[2,1-f][1,2,4]triazin-4(3H)-one), ClC1=C(C(=NC=N1)N)I (6-chloro-5-iodopyrimidin-4-amine), [F-].[Cs+] (cesium fluoride), C(C)(C)N(C(C)C)CC (N,N-diisopropylethylamine). Product: NC1=C(C(=NC=N1)N[C@@H](C)C1=NN2C(C(N1C1=CC=CC=C1)=O)=C(C=C2)C)I ((S)-2-(1-((6-Amino-5-iodopyrimidin-4-yl)amino)ethyl)-5-methyl-3-phenylpyrrolo[2,1-f][1,2,4]triazin-4(3H)-one). Isolated yield 59.1%. RXN SMILES: [NH2:1][C@H:2]([C:4]1[N:9]([C:10]2[CH:15]=[CH:14][CH:13]=[CH:12][CH:11]=2)[C:8](=[O:16])[C:7]2=[C:17]([CH3:20])[CH:18]=[CH:19][N:6]2[N:5]=1)[CH3:3].Cl[C:22]1[N:27]=[CH:26][N:25]=[C:24]([NH2:28])[C:23]=1[I:29].[F-].[Cs+].C(N(CC)C(C)C)(C)C>>[NH2:28][C:24]1[N:25]=[CH:26][N:27]=[C:22]([NH:1][C@H:2]([C:4]2[N:9]([C:10]3[CH:15]=[CH:14][CH:13]=[CH:12][CH:11]=3)[C:8](=[O:16])[C:7]3=[C:17]([CH3:20])[CH:18]=[CH:19][N:6]3[N:5]=2)[CH3:3])[C:23]=1[I:29] |f:2.3|. Procedure details: (S)-2-(1-Aminoethyl)-5-methyl-3-phenylpyrrolo[2,1-f][1,2,4]triazin-4(3H)-one (0.55 g, 2.05 mmol) was treated with 6-chloro-5-iodopyrimidin-4-amine (1 g, 3.29 mol), cesium fluoride (0.62 g, 4.08 mmol), N,N-diisopropylethylamine (1.79 mL, 10.28 mol) according to Preparation 13. The residue was purified using SP1® Purification System (0% to 100%, hexane-ethyl acetate) to give 0.59 g (59% yield) of the title compound as a solid. Purity 100%.